The task is: describe an organic reaction: reactants, conditions, products, and yield. This data is from the Open Reaction Database (ORD), a public repository of structured organic reaction records. Starting materials: ClC(Cl)Cl, O=S(Cl)Cl, OCc1ccc(Oc2ccccc2)cc1. The product is ClCc1ccc(Oc2ccccc2)cc1. Reaction SMILES: [CH:20]([Cl:21])([Cl:22])[Cl:23].[S:16]([Cl:17])([Cl:18])=[O:19].[c:1]1([O:7][c:8]2[cH:9][cH:10][c:11]([CH2:14][OH:15])[cH:12][cH:13]2)[cH:2][cH:3][cH:4][cH:5][cH:6]1>>[c:1]1([O:7][c:8]2[cH:9][cH:10][c:11]([CH2:14][Cl:18])[cH:12][cH:13]2)[cH:2][cH:3][cH:4][cH:5][cH:6]1. Reactants: [OH-].[Na+] (sodium hydroxide), Cl (hydrochloric acid), N1C(CCC2CC=CC=C12)=O (tetrahydroquinolinone), [H-].[Na+] (sodium hydride), S(=O)(=O)(OC)OC (dimethyl sulphate). Solvent: O (water), CN(C=O)C.C1(=CC=CC=C1)C (dimethylformamide toluene). Reaction conditions: time 30 minute. Yields the product ClC=1C=C2CCC(N(C2=CC1)C)=O (6-chloro-1-methyl-1,2,3,4-tetrahydroquinolin-2-one). Isolated yield 55.0%. Reaction SMILES: [NH:1]1[C:10]2[CH:5]([CH2:6][CH:7]=[CH:8][CH:9]=2)[CH2:4][CH2:3][C:2]1=O.[H-].[Na+].S([O:19][CH3:20])(OC)(=O)=O.[OH-].[Na+].[ClH:23]>CN(C)C=O.C1(C)C=CC=CC=1.O>[Cl:23][C:7]1[CH:6]=[C:5]2[C:10](=[CH:9][CH:8]=1)[N:1]([CH3:2])[C:20](=[O:19])[CH2:3][CH2:4]2 |f:1.2,4.5,7.8|. Procedure: This tetrahydroquinolinone is dissolved in 100 ml of dimethylformamide/toluene (1:1); after addition of 1.8 g of sodium hydride (80% in paraffin oil), stirring is effected for 30 minutes at room temperature, followed by addition of 7.8 g of dimethyl sulphate and heating to 50° for 1 hour. After cooling of the mixture, 600 ml of water and 20 ml of 2 N sodium hydroxide solution are added; stirring is effected for 10 minutes, followed by acidification with 2 N hydrochloric acid. Extraction with eth... Product: C#Cc1ccc(COC2(C)CC2)c(C(C)C)c1. Starting materials: O=C([O-])[O-], CO, CC(C)c1cc(C#C[Si](C)(C)C)ccc1COC1(C)CC1, [K+], [K+]. Reaction SMILES: [C:22](=[O:23])([O-:24])[O-:25].[CH3:28][OH:29].[CH:1]([CH3:2])([CH3:3])[c:4]1[cH:5][c:6]([C:16]#[C:17][Si:18]([CH3:19])([CH3:20])[CH3:21])[cH:7][cH:8][c:9]1[CH2:10][O:11][C:12]1([CH3:15])[CH2:13][CH2:14]1.[K+:26].[K+:27]>>[CH:1]([CH3:2])([CH3:3])[c:4]1[cH:5][c:6]([C:16]#[CH:17])[cH:7][cH:8][c:9]1[CH2:10][O:11][C:12]1([CH3:15])[CH2:13][CH2:14]1. The reactants are ClC1=NC=NC(=C1)OC (4-chloro-6-methoxypyrimidine), N12CCN(CC1)CC2 (1,4-diazabicyclo[2.2.2]octane), O (Water). Reagents/catalysts: [C-]#N.C(C)[N+](CC)(CC)CC (Tetraethylammonium cyanide). Run in C(C)#N (acetonitrile). Conditions: time 10 minute. Product: COC1=CC(=NC=N1)C#N (6-methoxypyrimidine-4-carbonitrile). Yield: 60.9%. Reaction SMILES: Cl[C:2]1[CH:7]=[C:6]([O:8][CH3:9])[N:5]=[CH:4][N:3]=1.[N:10]12CCN(CC1)C[CH2:11]2.O>C(#N)C.[C-]#N.C([N+](CC)(CC)CC)C>[CH3:9][O:8][C:6]1[N:5]=[CH:4][N:3]=[C:2]([C:11]#[N:10])[CH:7]=1 |f:4.5|. Procedure details: To a solution of 4-chloro-6-methoxypyrimidine (10.6 g) in acetonitrile (150 mL) was added 1,4-diazabicyclo[2.2.2]octane (8.18 g), and the mixture was stirred at room temperature for 10 min. Tetraethylammonium cyanide (11.5 g) was added to the obtained reaction mixture, and the mixture was stirred at room temperature for 3 hr. Water was added to the reaction mixture at room temperature, and the mixture was extracted with ethyl acetate. The extract was washed with water and saturated brine, and dr... Reactants: CS(=O)(=O)Cl, Cn1c(C(F)(F)F)cnc(-c2cc(N)c(Cl)cc2F)c1=O, O, c1ccncc1. The product is Cn1c(C(F)(F)F)cnc(-c2cc(NS(C)(=O)=O)c(Cl)cc2F)c1=O. As a reaction SMILES: [CH3:23][S:24]([Cl:25])(=[O:26])=[O:27].[NH2:1][c:2]1[c:3]([Cl:21])[cH:4][c:5]([F:20])[c:6](-[c:8]2[c:9](=[O:19])[n:10]([CH3:18])[c:11]([C:14]([F:15])([F:16])[F:17])[cH:12][n:13]2)[cH:7]1.[OH2:22].[cH:28]1[cH:29][cH:30][n:31][cH:32][cH:33]1>>[NH:1]([c:2]1[c:3]([Cl:21])[cH:4][c:5]([F:20])[c:6](-[c:8]2[c:9](=[O:19])[n:10]([CH3:18])[c:11]([C:14]([F:15])([F:16])[F:17])[cH:12][n:13]2)[cH:7]1)[S:24]([CH3:23])(=[O:26])=[O:27]. Reactants: C1CCOC1, CCO, CC(C)c1cc(-c2cccc(C=C(C#N)c3ccc(S(C)(=O)=O)cc3)c2)c2ncccc2c1. The product is CC(C)c1cc(-c2cccc(CC(C#N)c3ccc(S(C)(=O)=O)cc3)c2)c2ncccc2c1. As a reaction SMILES: [CH2:34]1[O:35][CH2:36][CH2:37][CH2:38]1.[CH3:39][CH2:40][OH:41].[CH:1]([CH3:2])([CH3:3])[c:4]1[cH:5][c:6]2[cH:7][cH:8][cH:9][n:10][c:11]2[c:12](-[c:14]2[cH:15][c:16]([CH:20]=[C:21]([C:22]#[N:23])[c:24]3[cH:25][cH:26][c:27]([S:30](=[O:31])(=[O:32])[CH3:33])[cH:28][cH:29]3)[cH:17][cH:18][cH:19]2)[cH:13]1>>[CH:1]([CH3:2])([CH3:3])[c:4]1[cH:5][c:6]2[cH:7][cH:8][cH:9][n:10][c:11]2[c:12](-[c:14]2[cH:15][c:16]([CH2:20][CH:21]([C:22]#[N:23])[c:24]3[cH:25][cH:26][c:27]([S:30](=[O:31])(=[O:32])[CH3:33])[cH:28][cH:29]3)[cH:17][cH:18][cH:19]2)[cH:13]1.